This data is from the Open Reaction Database (ORD), a public repository of structured organic reaction records. The task is: describe an organic reaction: reactants, conditions, products, and yield Reaction SMILES: [O:1]([C:8]1[CH:13]=[CH:12][C:11]([C:14]#[C:15][CH2:16]O)=[CH:10][CH:9]=1)[C:2]1[CH:7]=[CH:6][CH:5]=[CH:4][CH:3]=1.C1(P(C2C=CC=CC=2)C2C=CC=CC=2)C=CC=CC=1.C(Br)(Br)(Br)[Br:38]>C1COCC1>[Br:38][CH2:16][C:15]#[C:14][C:11]1[CH:12]=[CH:13][C:8]([O:1][C:2]2[CH:7]=[CH:6][CH:5]=[CH:4][CH:3]=2)=[CH:9][CH:10]=1. Procedure details: A solution of 3-(4-phenoxyphenyl)prop-2-yn-1-ol of Example 51 (415 mg, 1.85 mmol), triphenylphosphine (514 mg, 1.96 mmol), carbon tetrabromide (650 mg, 1.96 mmol) in THF (3 ml) was stirred at room temperature for 3 days. Evaporation of the solution, and chromatography of the residue gave the title compound as a brown oil: NMR (CDCl3) δ 4.16 (s, 2H), 6.91 (d, J=2.1, 1H), 6.93 (d, J=2.1, 1H), 7.01 (d, J=0.93, 1H), 7.04 (d, J=1.14, 1H), 7.12-7.17 (m, 1H), 7.36 (d, J=0.75, 1H), 7.39 (d, J=1.98, 2H),... Solvent: C1CCOC1 (THF). Reactants: O(C1=CC=CC=C1)C1=CC=C(C=C1)C#CCO (3-(4-phenoxyphenyl)prop-2-yn-1-ol), C1(=CC=CC=C1)P(C1=CC=CC=C1)C1=CC=CC=C1 (triphenylphosphine), C(Br)(Br)(Br)Br (carbon tetrabromide). Product: BrCC#CC1=CC=C(C=C1)OC1=CC=CC=C1 (1-(3-Bromo-1-propynyl)-4-phenoxybenzene). The yield is 81.4%. The product is COCC1(CCNCC1)N(C(OCC)=O)C1=CC=CC=C1 (ethyl [4-(methoxymethyl)-4-piperidinyl]phenylcarbamate). Procedure: A solution of 14.2 parts of (phenylmethyl) 4-[(ethoxycarbonyl)phenylamino]-4-(methoxymethyl)-1-piperidinecarboxylate and 1.8 parts of ammonium hydroxide in 120 parts of methanol is hydrogenated at normal pressure and at room temperature with 4 parts of palladium-on-charcoal catalyst 10%. After the calculated amount of hydrogen is taken up, the catalyst is filtered off and the filtrate is evaporated. The residue is dissolved in 75 parts of trichloromethane. The solution is washed twice with water... Reaction SMILES: [CH2:1]([O:3][C:4]([N:6]([C:26]1[CH:31]=[CH:30][CH:29]=[CH:28][CH:27]=1)[C:7]1([CH2:23][O:24][CH3:25])[CH2:12][CH2:11][N:10](C(OCC2C=CC=CC=2)=O)[CH2:9][CH2:8]1)=[O:5])[CH3:2].[OH-].[NH4+].[H][H]>[Pd].CO>[CH3:25][O:24][CH2:23][C:7]1([N:6]([C:26]2[CH:27]=[CH:28][CH:29]=[CH:30][CH:31]=2)[C:4](=[O:5])[O:3][CH2:1][CH3:2])[CH2:8][CH2:9][NH:10][CH2:11][CH2:12]1 |f:1.2|. Solvent: CO (methanol). Reactants: 14.2, [H][H] (hydrogen), C(C)OC(=O)N(C1(CCN(CC1)C(=O)OCC1=CC=CC=C1)COC)C1=CC=CC=C1 ((phenylmethyl) 4-[(ethoxycarbonyl)phenylamino]-4-(methoxymethyl)-1-piperidinecarboxylate), [OH-].[NH4+] (ammonium hydroxide). The reagents and catalysts are [Pd] (palladium-on-charcoal). The reactants are O(C1=CC=CC=C1)CC(=O)O (phenoxyacetic acid), Cl.Cl.N1(C=NC=C1)CCCN (1H-imidazole-1-propanamine dihydrochloride), C(=O)(N1C=NC=C1)N1C=NC=C1 (1,1'-carbonyldiimidazole), O1CCCC1 (tetrahydrofuran). Solvent: O (water). Conditions: time 18 hour. Product: N1(C=NC=C1)CCCNC(COC1=CC=CC=C1)=O (N-[3-(1H-Imidazol-1-yl)propyl]-2-phenoxyacetamide). RXN SMILES: [O:1]([CH2:8][C:9]([OH:11])=O)[C:2]1[CH:7]=[CH:6][CH:5]=[CH:4][CH:3]=1.C(N1C=CN=C1)(N1C=CN=C1)=O.O1CCCC1.Cl.Cl.[N:31]1([CH2:36][CH2:37][CH2:38][NH2:39])[CH:35]=[CH:34][N:33]=[CH:32]1>O>[N:31]1([CH2:36][CH2:37][CH2:38][NH:39][C:9](=[O:11])[CH2:8][O:1][C:2]2[CH:3]=[CH:4][CH:5]=[CH:6][CH:7]=2)[CH:35]=[CH:34][N:33]=[CH:32]1 |f:3.4.5|. Reported procedure: A mixture of 2.28 g. of phenoxyacetic acid, 2.43 g. of 1,1'-carbonyldiimidazole and 50 ml. of tetrahydrofuran was stirred at room temperature for 2 hours, then 3.0 g. of 1H-imidazole-1-propanamine dihydrochloride was added. The reaction mixture was stirred for 18 hours, then heated at reflux temperature for 5 hours, 5 ml. of water was added, the mixture was heated for 30 minutes and then concentrated to remove the tetrahydrofuran. The residue was treated with methylene chloride and 50 ml. of 1N ... Reactants: CC(C(CCCCC)C)C=1C=C(C=2C(C=3CCC(CC3OC2C1)C)C)O (3-(1,2-dimethylheptyl)-5,6,7,8-tetrahydro-1-hydroxy-6,9-dimethylxanthene), C(C)(=O)OC(C)=O (acetic anhydride). Run in N1=CC=CC=C1 (pyridine). Conditions: time 24 hour. Yields the product C(C)(=O)OC1=CC(=CC=2OC=3CC(CCC3C(C12)C)C)C(C(CCCCC)C)C (1-Acetoxy-3-(1,2-dimethylheptyl)-5,6,7,8-tetrahydro-6,9-dimethylxanthene). RXN SMILES: [CH3:1][CH:2]([C:10]1[CH:11]=[C:12]([OH:26])[C:13]2[CH:14]([CH3:25])[C:15]3[CH2:16][CH2:17][CH:18]([CH3:24])[CH2:19][C:20]=3[O:21][C:22]=2[CH:23]=1)[CH:3]([CH3:9])[CH2:4][CH2:5][CH2:6][CH2:7][CH3:8].[C:27](OC(=O)C)(=[O:29])[CH3:28]>N1C=CC=CC=1>[C:27]([O:26][C:12]1[C:13]2[CH:14]([CH3:25])[C:15]3[CH2:16][CH2:17][CH:18]([CH3:24])[CH2:19][C:20]=3[O:21][C:22]=2[CH:23]=[C:10]([CH:2]([CH3:1])[CH:3]([CH3:9])[CH2:4][CH2:5][CH2:6][CH2:7][CH3:8])[CH:11]=1)(=[O:29])[CH3:28]. Reported procedure: To a solution of 1.2 g. of 3-(1,2-dimethylheptyl)-5,6,7,8-tetrahydro-1-hydroxy-6,9-dimethylxanthene in 20 ml. of dry pyridine is added 8.0 g. of acetic anhydride. The solution is stirred at 25° for 24 hours, then concentrated in vacuo. The residue is dissolved in water and extracted with hexane. The extract is washed with water until neutral, then dried and evaporated to give the title compound. Reactants: CCO, CCOC(C)=O, [K+], C1CCOC1, [OH-], COC(=O)CCc1ccc(OCc2cccc(-c3csc4ccccc34)c2)cc1. Product: O=C(O)CCc1ccc(OCc2cccc(-c3csc4ccccc34)c2)cc1. RXN SMILES: [CH3:37][CH2:38][OH:39].[CH3:40][CH2:41][O:42][C:43](=[O:44])[CH3:45].[K+:31].[O:32]1[CH2:33][CH2:34][CH2:35][CH2:36]1.[OH-:30].[s:1]1[cH:2][c:3](-[c:10]2[cH:11][c:12]([CH2:13][O:14][c:15]3[cH:16][cH:17][c:18]([CH2:21][CH2:22][C:23](=[O:24])[O:25][CH3:26])[cH:19][cH:20]3)[cH:27][cH:28][cH:29]2)[c:4]2[c:5]1[cH:6][cH:7][cH:8][cH:9]2>>[s:1]1[cH:2][c:3](-[c:10]2[cH:11][c:12]([CH2:13][O:14][c:15]3[cH:16][cH:17][c:18]([CH2:21][CH2:22][C:23](=[O:24])[OH:25])[cH:19][cH:20]3)[cH:27][cH:28][cH:29]2)[c:4]2[c:5]1[cH:6][cH:7][cH:8][cH:9]2. Reactants: CCOC(=O)C(C)=Cc1ccc(N(C)C)cc1[N+](=O)[O-], CO, [Na+], [OH-]. Product: CC(=Cc1ccc(N(C)C)cc1[N+](=O)[O-])C(=O)O. As a reaction SMILES: [CH3:1][N:2]([c:3]1[cH:4][c:5]([N+:17](=[O:18])[O-:19])[c:6]([CH:9]=[C:10]([C:11](=[O:12])[O:13][CH2:14][CH3:15])[CH3:16])[cH:7][cH:8]1)[CH3:20].[CH3:23][OH:24].[Na+:22].[OH-:21]>>[CH3:1][N:2]([c:3]1[cH:4][c:5]([N+:17](=[O:18])[O-:19])[c:6]([CH:9]=[C:10]([C:11](=[O:12])[OH:13])[CH3:16])[cH:7][cH:8]1)[CH3:20]. The reactants are CN(C)[Si](C)(C)C (N,N-dimethyltrimethylsilylamine), COS(=O)(=O)[O-].CN(C)[C+](Cl)N(C)C (bis(dimethylamino)chlorocarbenium methylsulfate). Run in C(Cl)(Cl)Cl (chloroform). Conditions: time 1 hour. The product is CN(C(N(C)C)=[N+](C)C)C.COS(=O)(=O)[O-] (hexamethylguanidinium methylsulfate). Isolated yield 95.4%. Reaction SMILES: [CH3:1][N:2]([Si](C)(C)C)[CH3:3].[CH3:8][O:9][S:10]([O-:13])(=[O:12])=[O:11].[CH3:14][N:15]([C+:17]([N:19]([CH3:21])[CH3:20])Cl)[CH3:16]>C(Cl)(Cl)Cl>[CH3:1][N:2]([CH3:3])[C:17](=[N+:15]([CH3:16])[CH3:14])[N:19]([CH3:21])[CH3:20].[CH3:8][O:9][S:10]([O-:13])(=[O:12])=[O:11] |f:1.2,4.5|. Procedure details: 10 ml of dry chloroform and 1.29 g (11.00 mmol) of N,N-dimethyltrimethylsilylamine are added to 2.45 g (9.93 mmol) of bis(dimethylamino)chlorocarbenium methylsulfate. The reaction mixture is stirred for 1 hour at room temperature, and all volatile compounds are subsequently removed under reduced pressure. The residue is dried for a further 1 hour under reduced pressure at 7.0 Pa and an oil-bath temperature of 50° C., giving 2.42 g of hexamethylguanidinium methylsulfate, corresponding to a yield ... Starting materials: CCC(C)C1C(=O)NC(C2Cc3ccccc3C2)C(=O)N1C(C(=O)O)c1coc(C)n1, C1COCCN1. Yields the product CCC(C)C1C(=O)NC(C2Cc3ccccc3C2)C(=O)N1C(C(=O)N1CCOCC1)c1coc(C)n1. RXN SMILES: [CH2:1]1[CH:2]([CH:10]2[C:11](=[O:31])[N:12]([CH:21]([C:22](=[O:23])[OH:24])[c:25]3[n:26][c:27]([CH3:30])[o:28][cH:29]3)[CH:13]([CH:17]([CH2:18][CH3:19])[CH3:20])[C:14](=[O:16])[NH:15]2)[CH2:3][c:4]2[cH:5][cH:6][cH:7][cH:8][c:9]21.[CH2:32]1[CH2:33][O:34][CH2:35][CH2:36][NH:37]1>>[CH2:1]1[CH:2]([CH:10]2[C:11](=[O:31])[N:12]([CH:21]([C:22](=[O:23])[N:37]3[CH2:32][CH2:33][O:34][CH2:35][CH2:36]3)[c:25]3[n:26][c:27]([CH3:30])[o:28][cH:29]3)[CH:13]([CH:17]([CH2:18][CH3:19])[CH3:20])[C:14](=[O:16])[NH:15]2)[CH2:3][c:4]2[cH:5][cH:6][cH:7][cH:8][c:9]21. Reaction SMILES: C[O:2][C:3]([C:5]1[C:9]([O:10][CH3:11])=[C:8]([S:12]([O:15][C:16]2[C:21]([CH2:22][CH3:23])=[CH:20][C:19]([C:24]3[C:36]4[C:35]([CH3:37])=[C:34]([CH3:38])[S:33][C:32]=4[CH:31]=[C:30]4[C:25]=3[CH:26]=[CH:27][CH:28]=[CH:29]4)=[CH:18][C:17]=2[CH2:39][CH3:40])(=[O:14])=[O:13])[S:7][CH:6]=1)=[O:4].[OH-].[K+]>>[CH3:38][C:34]1[S:33][C:32]2[CH:31]=[C:30]3[C:25](=[C:24]([C:19]4[CH:18]=[C:17]([CH2:39][CH3:40])[C:16]([O:15][S:12]([C:8]5[S:7][CH:6]=[C:5]([C:3]([OH:4])=[O:2])[C:9]=5[O:10][CH3:11])(=[O:13])=[O:14])=[C:21]([CH2:22][CH3:23])[CH:20]=4)[C:36]=2[C:35]=1[CH3:37])[CH:26]=[CH:27][CH:28]=[CH:29]3 |f:1.2|. Yield: 65.8%. The reactants are COC(=O)C1=CSC(=C1OC)S(=O)(=O)OC1=C(C=C(C=C1CC)C1=C2C=CC=CC2=CC=2SC(=C(C21)C)C)CC (5-[4-(2,3-dimethyl-naphtho[2,3-b]thiophen-4-yl)-2, 6-diethyl-phenoxysulfonyl]-4-methoxy-thiophene-3-carboxylic acid methyl ester), [OH-].[K+] (KOH). Procedure: The title compound was prepared according to the procedure in Example 10, step 2, using 5-[4-(2,3-dimethyl-naphtho[2,3-b]thiophen-4-yl)-2, 6-diethyl-phenoxysulfonyl]-4-methoxy-thiophene-3-carboxylic acid methyl ester (0.608 g, 1.02 mmol) and 1N KOH (5.11 mL). Purification on 2% H3PO4 /MeOH treated Biotage KP-Sil eluting with a 25, 40 & 60% EtOAc/hexane step gradient to give 0.390 g (66%) of the title compound as a white solid, mp >230° C. 1H NMR (DMSO-d6) δ 1.09 (t, 6 H), 1.58 (s, 3 H), 2.41 (s,... Product: CC1=C(C2=C(S1)C=C1C=CC=CC1=C2C2=CC(=C(OS(=O)(=O)C1=C(C(=CS1)C(=O)O)OC)C(=C2)CC)CC)C (5-[4-(2,3-Dimethyl-naphtho[2,3-b]thiophen-4-yl)-2,6-diethyl-phenoxysulfonyl]-4-methoxy-thiophene-3-carboxylic acid). Reactants: CCOC(C)=O, ClCCC1CCCc2c1cnn2-c1ccc(Cl)c(Cl)c1, [K+], [K+], O=C([O-])[O-], CN(C)C=O, c1ccc(C2CCNCC2)cc1. Yields the product Clc1ccc(-n2ncc3c2CCCC3CCN2CCC(c3ccccc3)CC2)cc1Cl. As a reaction SMILES: [CH3:44][CH2:45][O:46][C:47](=[O:48])[CH3:49].[Cl:1][CH2:2][CH2:3][CH:4]1[c:5]2[cH:6][n:7][n:8](-[c:13]3[cH:14][c:15]([Cl:20])[c:16]([Cl:19])[cH:17][cH:18]3)[c:9]2[CH2:10][CH2:11][CH2:12]1.[K+:21].[K+:22].[O-:23][C:24]([O-:25])=[O:26].[O:39]=[CH:40][N:41]([CH3:42])[CH3:43].[c:27]1([CH:33]2[CH2:34][CH2:35][NH:36][CH2:37][CH2:38]2)[cH:28][cH:29][cH:30][cH:31][cH:32]1>>[CH2:2]([CH2:3][CH:4]1[c:5]2[cH:6][n:7][n:8](-[c:13]3[cH:14][c:15]([Cl:20])[c:16]([Cl:19])[cH:17][cH:18]3)[c:9]2[CH2:10][CH2:11][CH2:12]1)[N:36]1[CH2:35][CH2:34][CH:33]([c:27]2[cH:28][cH:29][cH:30][cH:31][cH:32]2)[CH2:38][CH2:37]1.